From a dataset of the Open Reaction Database (ORD), a public repository of structured organic reaction records. describe an organic reaction: reactants, conditions, products, and yield Reactants: CCCCCCCCCCBr, CCCCCCCC(=O)C([NH3+])(C(=O)CCCCCCC)C(=O)CCCCCCC, [Cl-], [Na+], O, N#C[S-]. Product: CCCCCCCCCCSC#N. As a reaction SMILES: [Br:1][CH2:2][CH2:3][CH2:4][CH2:5][CH2:6][CH2:7][CH2:8][CH2:9][CH2:10][CH3:11].[C:17]([C:18]([NH3+:19])([C:20](=[O:21])[CH2:22][CH2:23][CH2:24][CH2:25][CH2:26][CH2:27][CH3:28])[C:29](=[O:30])[CH2:31][CH2:32][CH2:33][CH2:34][CH2:35][CH2:36][CH3:37])(=[O:38])[CH2:39][CH2:40][CH2:41][CH2:42][CH2:43][CH2:44][CH3:45].[Cl-:16].[Na+:12].[OH2:46].[S-:13][C:14]#[N:15]>>[CH2:2]([CH2:3][CH2:4][CH2:5][CH2:6][CH2:7][CH2:8][CH2:9][CH2:10][CH3:11])[S:13][C:14]#[N:15]. Reactants: BrC=1C=C2C=C(C(=NC2=CC1F)Cl)C=O (6-Bromo-2-chloro-7-fluoroquinoline-3-carbaldehyde), COC1=CC=C(CN)C=C1 (4-methoxybenzylamine), Cl (HCl). Run at time 2 hour. Run in CCO (EtOH). Procedure details: DMF (54 ml, 701 mmol, 2.5 eq.) was added dropwise (via a syringe pump) to phosphoryl trichloride (179 ml, 1962 mmol, 7.0 eq.) in a 350 mL sealed tube in an ice bath under nitrogen. After the addition, the water bath was removed and N-(3-fluoro-4-bromophenyl)acetamide (65 g, 280 mmol) was added in one portion and stirred until a homogenous solution was observed (approx. 30 min.). The reaction vessel was sealed and heated at 75° C. for 48 h. The reaction was allowed to cool and slowly poured onto ... Reaction SMILES: [Br:1][C:2]1[CH:3]=[C:4]2[C:9](=[CH:10][C:11]=1[F:12])[N:8]=[C:7](Cl)[C:6]([CH:14]=[O:15])=[CH:5]2.[CH3:16][O:17][C:18]1[CH:25]=[CH:24][C:21]([CH2:22][NH2:23])=[CH:20][CH:19]=1.Cl>CCO>[Br:1][C:2]1[CH:3]=[C:4]2[C:9](=[CH:10][C:11]=1[F:12])[N:8]=[C:7]([NH:23][CH2:22][C:21]1[CH:24]=[CH:25][C:18]([O:17][CH3:16])=[CH:19][CH:20]=1)[C:6]([CH:14]=[O:15])=[CH:5]2. The product is BrC=1C=C2C=C(C(=NC2=CC1F)NCC1=CC=C(C=C1)OC)C=O (6-bromo-7-fluoro-2-(4-methoxybenzylamino)quinoline-3-carbaldehyde).